This data is from the Open Reaction Database (ORD), a public repository of structured organic reaction records. The task is: describe an organic reaction: reactants, conditions, products, and yield The reactants are C(CCC)OC(=O)C=1C(=C2C(=CN1)SC(=C2)Br)O (2-Bromo-4-hydroxy-thieno[2,3-c]pyridine-5-carboxylic acid butyl ester), NCC(=O)O (glycine), resultant mixture. The solvent is C[O-].[Na+] (sodium methoxide), CO (methanol). The product is BrC1=CC=2C(=CN=C(C2O)C(=O)NCC(=O)O)S1 ([(2-Bromo-4-hydroxy-thieno[2,3-c]pyridine-5-carbonyl)-amino]-acetic acid). Isolated yield 105.7%. Reaction SMILES: C(O[C:6]([C:8]1[C:9]([OH:18])=[C:10]2[CH:16]=[C:15]([Br:17])[S:14][C:11]2=[CH:12][N:13]=1)=[O:7])CCC.[NH2:19][CH2:20][C:21]([OH:23])=[O:22]>C[O-].[Na+].CO>[Br:17][C:15]1[S:14][C:11]2=[CH:12][N:13]=[C:8]([C:6]([NH:19][CH2:20][C:21]([OH:23])=[O:22])=[O:7])[C:9]([OH:18])=[C:10]2[CH:16]=1 |f:2.3|. Procedure details: 2-Bromo-4-hydroxy-thieno[2,3-c]pyridine-5-carboxylic acid butyl ester (7 mg, 0.020 mmol, example 1.g) and glycine (38 mg, 0.5 mmol) were suspended in 1 mL of 0.5 N sodium methoxide in methanol. The resultant mixture was heated to 120° C. for 10 min. using a CEM microwave reactor. The reaction mixture was cooled, concentrated to ca. 0.2 mL under high vacuum, and diluted with 1 mL of 1.0 N HCl. The resultant precipitate was collected on a fine glass filter funnel, washed twice with water, and drie... The reactants are ICCCCCCI (1,6-Diiodohexane), N1=CC=CC2=CC=CC=C12 (quinoline). Conditions: temperature 65 celsius. The product is [I-].[I-].C(CCCCC[N+]1=CC=CC2=CC=CC=C12)[N+]1=CC=CC2=CC=CC=C12 (N,N′-Hexane-1,6-diyl-bis-quinolinium Diiodide). As a reaction SMILES: [I:1][CH2:2][CH2:3][CH2:4][CH2:5][CH2:6][CH2:7]I.[N:9]1[C:18]2[C:13](=[CH:14][CH:15]=[CH:16][CH:17]=2)[CH:12]=[CH:11][CH:10]=1>>[I-:1].[I-:1].[CH2:2]([N+:9]1[C:18]2[C:13](=[CH:14][CH:15]=[CH:16][CH:17]=2)[CH:12]=[CH:11][CH:10]=1)[CH2:3][CH2:4][CH2:5][CH2:6][CH2:7][N+:9]1[C:18]2[C:13](=[CH:14][CH:15]=[CH:16][CH:17]=2)[CH:12]=[CH:11][CH:10]=1 |f:2.3.4|. Procedure: 1,6-Diiodohexane (mmol) was added to a solution (30 mL) of dry quinoline, and the solution heated for 24 hours at 65° C. The resulting precipitate was filtered, and the product washed five times with dry diethyl ether. The resulting yellow solid was isolated. 1H NMR (300 MHz, DMSO-D6) δ 9.53 (1H, d, C2-H), 9.29 (1H, d, C3-H), 8.61 (1H, d, C8-H), 8.50 (1H, d, C4-H), 8.29 (1H, t, C7-H), 8.18 (1H, t, C5-H), 8.07 (1H, d, C6-H), 5.09 (2H, t, C′1-CH2), 1.96 (2H, m, C′2-CH2), 1.25 (2H, m, C′3-CH2).